Dataset: the Open Reaction Database (ORD), a public repository of structured organic reaction records. Task: describe an organic reaction: reactants, conditions, products, and yield Starting materials: CCC=CCC=CCC=CCC=CCC=CCC=CCCC(=O)NCCCCC(NC(=O)c1cccnc1)C(=O)OC, C1CCOC1, Cl, [Na+], [OH-]. Yields the product CCC=CCC=CCC=CCC=CCC=CCC=CCCC(=O)NCCCCC(NC(=O)c1cccnc1)C(=O)O. As a reaction SMILES: [C:1]([CH2:2][CH2:3][CH:4]=[CH:5][CH2:6][CH:7]=[CH:8][CH2:9][CH:10]=[CH:11][CH2:12][CH:13]=[CH:14][CH2:15][CH:16]=[CH:17][CH2:18][CH:19]=[CH:20][CH2:21][CH3:22])(=[O:23])[NH:24][CH2:25][CH2:26][CH2:27][CH2:28][CH:29]([C:30](=[O:31])[O:32][CH3:33])[NH:34][C:35]([c:36]1[cH:37][n:38][cH:39][cH:40][cH:41]1)=[O:42].[CH2:46]1[O:47][CH2:48][CH2:49][CH2:50]1.[ClH:45].[Na+:44].[OH-:43]>>[C:1]([CH2:2][CH2:3][CH:4]=[CH:5][CH2:6][CH:7]=[CH:8][CH2:9][CH:10]=[CH:11][CH2:12][CH:13]=[CH:14][CH2:15][CH:16]=[CH:17][CH2:18][CH:19]=[CH:20][CH2:21][CH3:22])(=[O:23])[NH:24][CH2:25][CH2:26][CH2:27][CH2:28][CH:29]([C:30](=[O:31])[OH:32])[NH:34][C:35]([c:36]1[cH:37][n:38][cH:39][cH:40][cH:41]1)=[O:42]. Starting materials: C(C)(C)(C)OC(=O)N1CCC2=C(N(N=C2CC1)C(C)C)OS(=O)(=O)C(F)(F)F (2-isopropyl-3-trifluoromethanesulfonyloxy-4,5,7,8-tetrahydro-2H-1,2,6-triaza-azulene-6-carboxylic acid tert-butyl ester), CC1=C(C=CC=C1)B(O)O (2-methylphenylboronic acid). The product is C(C)(C)N1N=C2CCNCCC2=C1C1=C(C=CC=C1)C (2-Isopropyl-3-o-tolyl-2,4,5,6,7,8-hexahydro-1,2,6-triaza-azulene). The yield is 61.3%. As a reaction SMILES: C(OC([N:8]1[CH2:17][CH2:16][C:15]2[C:11](=[C:12](OS(C(F)(F)F)(=O)=O)[N:13]([CH:18]([CH3:20])[CH3:19])[N:14]=2)[CH2:10][CH2:9]1)=O)(C)(C)C.[CH3:29][C:30]1[CH:35]=[CH:34][CH:33]=[CH:32][C:31]=1B(O)O>>[CH:18]([N:13]1[C:12]([C:31]2[CH:32]=[CH:33][CH:34]=[CH:35][C:30]=2[CH3:29])=[C:11]2[C:15]([CH2:16][CH2:17][NH:8][CH2:9][CH2:10]2)=[N:14]1)([CH3:19])[CH3:20]. Procedure: The title compound (80 mg) was prepared according to Example 189 using 207 mg of 2-isopropyl-3-trifluoromethanesulfonyloxy-4,5,7,8-tetrahydro-2H-1,2,6-triaza-azulene-6-carboxylic acid tert-butyl ester (Example 189, Step A) and 198 mg of 2-methylphenylboronic acid. MS (ESI): exact mass calculated for C17H23N3, 269.19. found, m/z 270.5 [M+H]+. 1H NMR (500 MHz, CD3OD): 7.45-7.40 (m, 2H), 7.36-7.33 (m, 1H), 7.19-7.18 (m, 1H), 4.66 (br s, 2H), 4.10 (m, 1H), 4.00-3.66 (m, 2H), 2.76-2.61 (m, 2H), 2.13 ... Reactants: C(C1=CC=CC=C1)N1CCC(=C(C1)C1=CC=CC=C1)C(=O)OCC (ethyl 1-benzyl-5-phenyl-1,2,3,6-tetrahydropyridine-4-carboxylate), [OH-].[OH-].[Pd+2] (palladium hydroxide on carbon). The solvent is C(C)O (ethanol). Conditions: time 14 hour. Product: C1(=CC=CC=C1)[C@@H]1CN(CC[C@@H]1C(=O)OCC)C(=O)OC(C)(C)C (4-ethyl 1-tert-butyl (3R*,4S*)-3-phenylpiperidine-1,4-dicarboxylate). Isolated yield 152.6%. As a reaction SMILES: [CH2:1]([N:8]1[CH2:13][C:12]([C:14]2[CH:19]=[CH:18][CH:17]=[CH:16][CH:15]=2)=[C:11]([C:20]([O:22][CH2:23][CH3:24])=[O:21])[CH2:10][CH2:9]1)C1C=CC=CC=1.[OH-:25].[OH-:26].[Pd+2]>C(O)C>[C:14]1([C@H:12]2[C@@H:11]([C:20]([O:22][CH2:23][CH3:24])=[O:21])[CH2:10][CH2:9][N:8]([C:1]([O:26][C:11]([CH3:20])([CH3:12])[CH3:10])=[O:25])[CH2:13]2)[CH:15]=[CH:16][CH:17]=[CH:18][CH:19]=1 |f:1.2.3|. Procedure details: A solution of the compound (10.5 g) obtained in step 1 in 20% palladium hydroxide on carbon (50% wet, 2.63 g) in ethanol (250 mL) was stirred under a hydrogen atmosphere (1 atm) at room temperature for 14 hr. The catalyst was filtered off, and the filtrate was concentrated under reduced pressure. To a solution of the obtained residue in acetonitrile (50 mL) were added triethylamine (4.6 mL) and Boc2O (7.14 g), and the mixture was stirred at room temperature for 14 hr. The reaction mixture was po... Starting materials: water-alcohol, C(C)O (ethanol), C(C)O (ethanol), [H][H] (hydrogen), C=O (formalin), N1CCNCC1 (piperazine), crude product. The reagents and catalysts are [Ni] (nickel). Solvent: O (water). The product is CN1CCN(CC1)C (1,4-dimethylpiperazine), CN1CCNCC1 (1-methylpiperazine), N1CCNCC1 (piperazine). Yield: 0.5%. Reaction SMILES: [NH:1]1[CH2:6][CH2:5][NH:4][CH2:3][CH2:2]1.C=O.[H][H].[CH2:11](O)[CH3:12]>O.[Ni]>[CH3:6][N:1]1[CH2:12][CH2:11][N:4]([CH3:5])[CH2:3][CH2:2]1.[CH3:11][N:1]1[CH2:6][CH2:5][NH:4][CH2:3][CH2:2]1.[NH:1]1[CH2:6][CH2:5][NH:4][CH2:3][CH2:2]1. Procedure details: A solution of 86 g. (1.0 mole) of piperazine in 262 g. ethanol was added with stirring to 130 g. (1.6 moles) of 37% formalin in an appropriate vessel at a temperature of 30°-40°C. maintained with cooling. This slurry, containing 25 wt.% water and 75 wt.% ethanol as solvent, based on solvent weight, was then charged to an autoclave containing 14 g. of a supported nickel catalyst (Harshaw Ni-3266P, Harshaw Chemical Company) and stirred in a hydrogen atmosphere at 91°C. under 50 psig for 5 hours. A... Starting materials: NC1=C(C(=O)N)C=C(C=C1)CCN1CCCC1 (2-amino-5-(2-pyrrolidin-1-yl-ethyl)-benzamide), CC1=NC(=CC(=C1)C=O)C (2,6-dimethyl-pyridine-4-carbaldehyde), C1(=CC=C(C=C1)S(=O)(=O)O)C (p-toluenesulfonic acid), S(=O)(O)[O-].[Na+] (sodium hydrogensulfite). Run in CN(C(C)=O)C (N,N-dimethyl acetamide). Conditions: temperature 120 celsius. The product is CC1=NC(=CC(=C1)C1=NC2=CC=C(C=C2C(N1)=O)CCN1CCCC1)C (2-(2,6-Dimethylpyridin-4-yl)-6-(2-(pyrrolidin-1-yl)ethyl)quinazolin-4(3H)-one). Reaction SMILES: [NH2:1][C:2]1[CH:10]=[CH:9][C:8]([CH2:11][CH2:12][N:13]2[CH2:17][CH2:16][CH2:15][CH2:14]2)=[CH:7][C:3]=1[C:4]([NH2:6])=[O:5].[CH3:18][C:19]1[CH:24]=[C:23]([CH:25]=O)[CH:22]=[C:21]([CH3:27])[N:20]=1.S([O-])(O)=O.[Na+].C1(C)C=CC(S(O)(=O)=O)=CC=1>CN(C)C(=O)C>[CH3:18][C:19]1[CH:24]=[C:23]([C:25]2[NH:6][C:4](=[O:5])[C:3]3[C:2](=[CH:10][CH:9]=[C:8]([CH2:11][CH2:12][N:13]4[CH2:17][CH2:16][CH2:15][CH2:14]4)[CH:7]=3)[N:1]=2)[CH:22]=[C:21]([CH3:27])[N:20]=1 |f:2.3|. Procedure: To a solution of 2-amino-5-(2-pyrrolidin-1-yl-ethyl)-benzamide (0.16 g, 0.69 mmol) in N,N-dimethyl acetamide (7 mL) under a nitrogen atmosphere was added 2,6-dimethyl-pyridine-4-carbaldehyde (0.09 g, 0.68 mmol), followed by sodium hydrogensulfite (0.14 g, 1.36 mmol) and p-toluenesulfonic acid (0.32 g, 1.7 mmol). The resulting mixture was heated at 120° C. overnight. Then, the solvent was removed under reduced pressure, the residue was diluted with ethyl acetate, and was extracted with water. The... Reactants: CC#N, NC(=O)c1cc([N+](=O)[O-])c(N)c(F)c1F, O, O=P(Cl)(Cl)Cl. The product is N#Cc1cc([N+](=O)[O-])c(N)c(F)c1F. As a reaction SMILES: [CH3:22][C:23]#[N:24].[NH2:1][c:2]1[c:3]([F:15])[c:4]([F:14])[c:5]([C:6](=[O:7])[NH2:8])[cH:9][c:10]1[N+:11](=[O:12])[O-:13].[OH2:21].[P:16]([Cl:17])([Cl:18])([Cl:19])=[O:20]>>[NH2:1][c:2]1[c:3]([F:15])[c:4]([F:14])[c:5]([C:6]#[N:8])[cH:9][c:10]1[N+:11](=[O:12])[O-:13].